This data is from the Open Reaction Database (ORD), a public repository of structured organic reaction records. The task is: describe an organic reaction: reactants, conditions, products, and yield Starting materials: BrC1=CC=C(C=C1)[C@H]1CN(CCO1)[C@H](C)C1=CC=CC=C1 ((2S)-2-(4-bromophenyl)-4-((1R)-1-phenylethyl)morpholine), CC(C)([O-])C.[Na+] (sodium tert-butoxide), C1(CCCCC1)N (cyclohexylamine). The reagents and catalysts are C(C)(=O)[O-].[Pd+2].C(C)(=O)[O-] (palladium acetate), C(C)(C)(C)P(C1=C(C=CC=C1)C1=CC=CC=C1)C(C)(C)C (2-(di-t-butylphosphino) biphenyl). Run in C1(=CC=CC=C1)C (toluene). Run at temperature 90 celsius. Yields the product C1(CCCCC1)NC1=CC=C(C=C1)[C@H]1CN(CCO1)[C@H](C)C1=CC=CC=C1 ((S)-2-(4-(cyclohexyl-amino)phenyl)-4-((R)-1-phenylethyl)morpholine). The yield is 86.7%. RXN SMILES: Br[C:2]1[CH:7]=[CH:6][C:5]([C@@H:8]2[O:13][CH2:12][CH2:11][N:10]([C@@H:14]([C:16]3[CH:21]=[CH:20][CH:19]=[CH:18][CH:17]=3)[CH3:15])[CH2:9]2)=[CH:4][CH:3]=1.CC(C)([O-])C.[Na+].[CH:28]1([NH2:34])[CH2:33][CH2:32][CH2:31][CH2:30][CH2:29]1>C1(C)C=CC=CC=1.C([O-])(=O)C.[Pd+2].C([O-])(=O)C.C(P(C(C)(C)C)C1C=CC=CC=1C1C=CC=CC=1)(C)(C)C>[CH:28]1([NH:34][C:2]2[CH:7]=[CH:6][C:5]([C@@H:8]3[O:13][CH2:12][CH2:11][N:10]([C@@H:14]([C:16]4[CH:21]=[CH:20][CH:19]=[CH:18][CH:17]=4)[CH3:15])[CH2:9]3)=[CH:4][CH:3]=2)[CH2:33][CH2:32][CH2:31][CH2:30][CH2:29]1 |f:1.2,5.6.7|. Reported procedure: To a suspension of (2S)-2-(4-bromophenyl)-4-((1R)-1-phenylethyl)morpholine (7.62 g, 22.0 mmol), palladium acetate (198 mg, 0.88 mmol), 2-(di-t-butylphosphino) biphenyl (525 mg, 1.76 mmol), and sodium tert-butoxide (2.96 g, 30.8 mmol) in toluene (40 ml) was added cyclohexylamine (3.78 ml, 33.0 mmol) at room temperature. After heating at 90° C. for 2.5 hours, the resulting suspension was passed through a Celite column. The filtrate was concentrated under reduced pressure, and the residue was purif...